This data is from the Open Reaction Database (ORD), a public repository of structured organic reaction records. The task is: describe an organic reaction: reactants, conditions, products, and yield The reactants are [H-].[Na+] (sodium hydride), [H][H] (hydrogen), C(C1=CC=CC=C1)(=O)C1=C(C(=O)O)C=CC=C1 (2-benzoylbenzoic acid), OCCNN (hydroxyethylhydrazine), OCCC1=NNC(C2=CC=CC=C12)=O (hydroxyethyl-phthalazinone), CI (methyl iodide). The solvent is C1CCOC1 (THF), O (water), CN(C)C=O (DMF). Conditions: time 45 minute. The product is COCCN1C(C2=CC=CC=C2C(=N1)C1=CC=CC=C1)=O (2-(2-Methoxyethyl)-4-phenyl-1(2H)-phthalazinone). Yield: 47.0%. Reaction SMILES: [C:1]([C:9]1[CH:17]=[CH:16][CH:15]=[CH:14][C:10]=1[C:11]([OH:13])=O)(=O)[C:2]1[CH:7]=[CH:6][CH:5]=[CH:4][CH:3]=1.[OH:18][CH2:19][CH2:20][NH:21][NH2:22].O[CH2:24]CC1C2C(=CC=CC=2)C(=O)NN=1.[H-].[Na+].[H][H].CI>CN(C=O)C.O.C1COCC1>[CH3:24][O:18][CH2:19][CH2:20][N:21]1[N:22]=[C:1]([C:2]2[CH:3]=[CH:4][CH:5]=[CH:6][CH:7]=2)[C:9]2[C:10](=[CH:14][CH:15]=[CH:16][CH:17]=2)[C:11]1=[O:13] |f:3.4|. Procedure details: Eighty-five grams (0.38 mole) of 2-benzoylbenzoic acid and 28.6 g (0.38 mole) of hydroxyethylhydrazine were reacted according to the procedure of Example 185. The resulting hydroxyethyl-phthalazinone was suspended in 300 mL of DMF and 200 mL THF and 12.3 g of 60% sodium hydride in oil was added in portions over 40 minutes under nitrogen. The reaction was stirred an additional 45 minutes at room temperature and the evolution of hydrogen ceased. Thirty-one milliliters of methyl iodide was added ov... Reactants: CCN(CCCCCC(C)(C)O)CCCC(O)c1ccc(NS(C)(=O)=O)cc1, O=C(O)C(F)(F)F. Product: CCN(CCC=Cc1ccc(NS(C)(=O)=O)cc1)CCCCCC(C)(C)O. RXN SMILES: [CH2:1]([CH3:2])[N:3]([CH2:4][CH2:5][CH2:6][CH:7]([OH:8])[c:9]1[cH:10][cH:11][c:12]([NH:15][S:16](=[O:17])(=[O:18])[CH3:19])[cH:13][cH:14]1)[CH2:20][CH2:21][CH2:22][CH2:23][CH2:24][C:25]([CH3:26])([CH3:27])[OH:28].[OH:29][C:30]([C:31]([F:32])([F:33])[F:34])=[O:35]>>[CH2:1]([CH3:2])[N:3]([CH2:4][CH2:5][CH:6]=[CH:7][c:9]1[cH:10][cH:11][c:12]([NH:15][S:16](=[O:17])(=[O:18])[CH3:19])[cH:13][cH:14]1)[CH2:20][CH2:21][CH2:22][CH2:23][CH2:24][C:25]([CH3:26])([CH3:27])[OH:28].